From a dataset of the Open Reaction Database (ORD), a public repository of structured organic reaction records. describe an organic reaction: reactants, conditions, products, and yield Reactants: C1CCOC1, C=CCOc1ccc2[nH]ccc2c1, [H-], [Na+], O, O=S(=O)(Cl)Cl, c1ccccc1. Yields the product C=CCOc1ccc2c(ccn2S(=O)(=O)c2ccccc2)c1. As a reaction SMILES: [CH2:28]1[O:29][CH2:30][CH2:31][CH2:32]1.[CH2:3]([CH:4]=[CH2:5])[O:6][c:7]1[cH:8][c:9]2[cH:10][cH:11][nH:12][c:13]2[cH:14][cH:15]1.[H-:1].[Na+:2].[OH2:27].[S:16](=[O:17])(=[O:18])([Cl:19])[Cl:20].[cH:21]1[cH:22][cH:23][cH:24][cH:25][cH:26]1>>[CH2:3]([CH:4]=[CH2:5])[O:6][c:7]1[cH:8][c:9]2[cH:10][cH:11][n:12]([S:16](=[O:17])(=[O:18])[c:21]3[cH:22][cH:23][cH:24][cH:25][cH:26]3)[c:13]2[cH:14][cH:15]1. As a reaction SMILES: [CH2:1]([N:2]([CH2:3][CH3:4])[c:5]1[cH:6][cH:7][cH:8][cH:9][cH:10]1)[CH3:11].[CH3:12][O:13][c:14]1[cH:15][cH:16][c:17](-[c:20]2[cH:21][o:22][c:23]3[n:24][cH:25][nH:26][c:27](=[O:29])[c:28]23)[cH:18][cH:19]1.[CH3:35][c:36]1[cH:37][cH:38][cH:39][cH:40][cH:41]1.[P:30]([Cl:31])([Cl:32])([Cl:33])=[O:34]>>[CH3:12][O:13][c:14]1[cH:15][cH:16][c:17](-[c:20]2[cH:21][o:22][c:23]3[n:24][cH:25][n:26][c:27]([Cl:32])[c:28]23)[cH:18][cH:19]1. Product: COc1ccc(-c2coc3ncnc(Cl)c23)cc1. Reactants: CCN(CC)c1ccccc1, COc1ccc(-c2coc3nc[nH]c(=O)c23)cc1, Cc1ccccc1, O=P(Cl)(Cl)Cl. The reactants are Fc1ccc(CBr)cc1OCC(F)(F)F, [C-]#N, CS(C)=O, [K+], O. The product is N#CCc1ccc(F)c(OCC(F)(F)F)c1. RXN SMILES: [Br:4][CH2:5][c:6]1[cH:7][c:8]([O:13][CH2:14][C:15]([F:16])([F:17])[F:18])[c:9]([F:12])[cH:10][cH:11]1.[C-:1]#[N:2].[CH3:20][S:21]([CH3:22])=[O:23].[K+:3].[OH2:19]>>[C:1](#[N:2])[CH2:5][c:6]1[cH:7][c:8]([O:13][CH2:14][C:15]([F:16])([F:17])[F:18])[c:9]([F:12])[cH:10][cH:11]1.